Dataset: the Open Reaction Database (ORD), a public repository of structured organic reaction records. Task: describe an organic reaction: reactants, conditions, products, and yield The reactants are compound 149, C1(CCCC1)N1C2=C(N(C(C(C1)(F)F)=O)C)C=NC(=N2)NC2=C(C=C(C(=O)O)C=C2)OC (4-(9-cyclopentyl-7,7-difluoro-5-methyl-6-oxo-6,7,8,9-tetrahydro-5H-pyrimido[5,4-b][1,4]diazepin-2-ylamino)-3-methoxybenzoic acid), FC=1C=C(N)C=CC1N1CCN(CC1)C (3-fluoro-4-(4-methylpiperazin-1-yl)aniline). Yields the product C1(CCCC1)N1C2=C(N(C(C(C1)(F)F)=O)C)C=NC(=N2)NC2=C(C=C(C(=O)NC1=CC(=C(C=C1)N1CCN(CC1)C)F)C=C2)OC (4-(9-cyclopentyl-7,7-difluoro-5-methyl-6-oxo-6,7,8,9-tetrahydro-5H-pyrimido[5,4-b][1,4]diazepin-2-ylamino)-N-(3-fluoro-4-(4-methylpiperazin-1-yl)phenyl)-3-methoxybenzamide). As a reaction SMILES: [CH:1]1([N:6]2[CH2:12][C:11]([F:14])([F:13])[C:10](=[O:15])[N:9]([CH3:16])[C:8]3[CH:17]=[N:18][C:19]([NH:21][C:22]4[CH:30]=[CH:29][C:25]([C:26](O)=[O:27])=[CH:24][C:23]=4[O:31][CH3:32])=[N:20][C:7]2=3)[CH2:5][CH2:4][CH2:3][CH2:2]1.[F:33][C:34]1[CH:35]=[C:36]([CH:38]=[CH:39][C:40]=1[N:41]1[CH2:46][CH2:45][N:44]([CH3:47])[CH2:43][CH2:42]1)[NH2:37]>>[CH:1]1([N:6]2[CH2:12][C:11]([F:13])([F:14])[C:10](=[O:15])[N:9]([CH3:16])[C:8]3[CH:17]=[N:18][C:19]([NH:21][C:22]4[CH:30]=[CH:29][C:25]([C:26]([NH:37][C:36]5[CH:38]=[CH:39][C:40]([N:41]6[CH2:46][CH2:45][N:44]([CH3:47])[CH2:43][CH2:42]6)=[C:34]([F:33])[CH:35]=5)=[O:27])=[CH:24][C:23]=4[O:31][CH3:32])=[N:20][C:7]2=3)[CH2:2][CH2:3][CH2:4][CH2:5]1. Reported procedure: The title compound was prepared in a manner analogous to the compound 149 from 4-(9-cyclopentyl-7,7-difluoro-5-methyl-6-oxo-6,7,8,9-tetrahydro-5H-pyrimido[5,4-b][1,4]diazepin-2-ylamino)-3-methoxybenzoic acid and 3-fluoro-4-(4-methylpiperazin-1-yl)aniline with yield 52.4 mg (41%). 1H NMR (400 MHz, DMSO-d6) δ ppm 1.60 (br. s., 6H) 1.99 (s, 2H) 2.22 (s, 3H) 2.40-2.51 (m, 4H) 2.98 (br. s., 4H) 3.97 (s, 3H) 4.22 (t, 2H) 4.79 (m, 1H) 7.03 (t, J=9.35 Hz, 1H) 7.45 (dd, J=8.72, 1.64 Hz, 1H) 7.54-7.78 (m,... The reactants are CCOC(=O)c1cnc2ccc(C#N)cc2c1, CCO, Cl, [Li+], C1CCOC1, [OH-]. Product: N#Cc1ccc2ncc(C(=O)O)cc2c1. RXN SMILES: [CH2:1]([CH3:2])[O:3][C:4](=[O:5])[c:6]1[cH:7][n:8][c:9]2[cH:10][cH:11][c:12]([C:16]#[N:17])[cH:13][c:14]2[cH:15]1.[CH3:26][CH2:27][OH:28].[ClH:20].[Li+:19].[O:21]1[CH2:22][CH2:23][CH2:24][CH2:25]1.[OH-:18]>>[O:3]=[C:4]([OH:5])[c:6]1[cH:7][n:8][c:9]2[cH:10][cH:11][c:12]([C:16]#[N:17])[cH:13][c:14]2[cH:15]1. Reactants: ClCCCOC1=CC=C(C=C1)C=1OC=C(N1)C=O (2-[4-(3-chloro-propoxy)-phenyl]-oxazole-4-carbaldehyde), CN1N=C(N=N1)N (2-methyl-2H-tetrazol-5-ylamine), C(#N)[BH3-] (cyanoborohydride), C([O-])([O-])=O.[Na+].[Na+] (Sodium carbonate), [I-].[Na+] (sodium iodide), ClCCCOC1=CC=C(C=C1)C=1OC=C(N1)CNC=1N=NN(N1)C (N-({2-[4-(3-chloropropoxy)phenyl]-1,3-oxazol-4-yl}methyl)-2-methyl-2H-tetrazol-5-amine), CC1NCCC1 (2-methylpyrrolidine). Solvent: C(C)(=O)O (acetic acid), O (Water), O1CCCC1 (tetrahydrofuran), C(C)#N (acetonitrile). Run at temperature 65 celsius, time 8 hour. Product: CN1N=C(N=N1)NCC=1N=C(OC1)C1=CC=C(C=C1)OCCCN1C(CCC1)C (2-methyl-N-[(2-{4-[3-(2-methylpyrrolidin-1-yl)propoxy]phenyl}-1,3-oxazol-4-yl)methyl]-2H-tetraazol-5-amine). Reaction SMILES: ClCCCOC1C=C[C:9]([C:12]2O[CH:14]=[C:15]([CH:17]=O)[N:16]=2)=CC=1.CN1N=NC(N)=N1.C([BH3-])#N.Cl[CH2:30][CH2:31][CH2:32][O:33][C:34]1[CH:39]=[CH:38][C:37]([C:40]2[O:41][CH:42]=[C:43]([CH2:45][NH:46][C:47]3[N:48]=[N:49][N:50]([CH3:52])[N:51]=3)[N:44]=2)=[CH:36][CH:35]=1.CC1CCCN1.C(=O)([O-])[O-].[Na+].[Na+].[I-].[Na+]>O1CCCC1.C(#N)C.O.C(O)(=O)C>[CH3:52][N:50]1[N:49]=[N:48][C:47]([NH:46][CH2:45][C:43]2[N:44]=[C:40]([C:37]3[CH:38]=[CH:39][C:34]([O:33][CH2:32][CH2:31][CH2:30][N:16]4[CH2:12][CH2:9][CH2:17][CH:15]4[CH3:14])=[CH:35][CH:36]=3)[O:41][CH:42]=2)=[N:51]1 |f:5.6.7,8.9|. Reported procedure: A mixture of 2-[4-(3-chloro-propoxy)-phenyl]-oxazole-4-carbaldehyde i100 (0.042 mmol), 2-methyl-2H-tetrazol-5-ylamine (4.16 mg, 0.042 mmol, 1 eq) and cyanoborohydride supported on polystyrene (26 mg, 0.1 mmol, 2.5 eq) is suspended in tetrahydrofuran (300 μl) containing 10% acetic acid and is stirred at 65° C. overnight. The polystyrene beads are then filtered off and the resulting solution is concentrated to dryness under a stream of nitrogen and taken up in dichloromethane (2 ml). The solution ...